Dataset: the Open Reaction Database (ORD), a public repository of structured organic reaction records. Task: describe an organic reaction: reactants, conditions, products, and yield Starting materials: C(C)[C@@H]1OCOC[C@@H]1O (cis-4-ethyl-5-hydroxy-1,3-dioxane), methanolic solution, C(C1=CC=CC=C1)Cl (benzyl chloride). Run in C[O-].[Na+] (sodium methylate), C1(=CC=CC=C1)C (toluene). Product: C(C1=CC=CC=C1)O[C@@H]1[C@@H](OCOC1)CC (cis-5-benzyloxy-4-ethyl-1,3-dioxane). The yield is 63.6%. As a reaction SMILES: [CH2:1]([C@H:3]1[C@@H:8]([OH:9])[CH2:7][O:6][CH2:5][O:4]1)[CH3:2].[CH2:10](Cl)[C:11]1[CH:16]=[CH:15][CH:14]=[CH:13][CH:12]=1>C[O-].[Na+].C1(C)C=CC=CC=1>[CH2:10]([O:9][C@H:8]1[CH2:7][O:6][CH2:5][O:4][C@H:3]1[CH2:1][CH3:2])[C:11]1[CH:16]=[CH:15][CH:14]=[CH:13][CH:12]=1 |f:2.3|. Procedure: The procedure of Example XVIII was followed using 4.5 g of cis-4-ethyl-5-hydroxy-1,3-dioxane and 8.1 g of a methanolic solution 25% in sodium methylate, and 4.3 g of benzyl chloride in 180 ml of dry toluene. The reaction product was distilled under reduced pressure to give in free fractions 4.8 g of cis-5-benzyloxy-4-ethyl-1,3-dioxane; bp 96°-100°/0.01 mm; ir and nmr spectra were consistent with the assigned structure. Reactants: [Li+], C1COCCO1, [OH-], O, O, CCOC(=O)c1c(C(C)(C)O)nc(SC)n1Cc1ccc(-c2ccccc2-c2nnn[nH]2)cc1. Product: CSc1nc(C(C)(C)O)c(C(=O)O)n1Cc1ccc(-c2ccccc2-c2nnn[nH]2)cc1. RXN SMILES: [Li+:37].[O:39]1[CH2:40][CH2:41][O:42][CH2:43][CH2:44]1.[OH-:36].[OH2:35].[OH2:38].[OH:1][C:2]([CH3:3])([CH3:4])[c:5]1[n:6][c:7]([S:33][CH3:34])[n:8]([CH2:15][c:16]2[cH:17][cH:18][c:19](-[c:22]3[c:23](-[c:28]4[n:29][n:30][n:31][nH:32]4)[cH:24][cH:25][cH:26][cH:27]3)[cH:20][cH:21]2)[c:9]1[C:10](=[O:11])[O:12][CH2:13][CH3:14]>>[OH:1][C:2]([CH3:3])([CH3:4])[c:5]1[n:6][c:7]([S:33][CH3:34])[n:8]([CH2:15][c:16]2[cH:17][cH:18][c:19](-[c:22]3[c:23](-[c:28]4[n:29][n:30][n:31][nH:32]4)[cH:24][cH:25][cH:26][cH:27]3)[cH:20][cH:21]2)[c:9]1[C:10](=[O:11])[OH:12]. As a reaction SMILES: [CH2:10]([CH3:11])[O:12][C:13](=[O:14])[CH:15]1[CH2:16][CH2:17][N:18]([c:21]2[cH:22][cH:23][c:24]([C:27](=[O:28])[OH:29])[cH:25][cH:26]2)[CH2:19][CH2:20]1.[CH2:30]([O:31][C:32]([CH:33]1[CH2:34][CH2:35][N:36]([c:37]2[cH:38][cH:39][c:40]([C:41](=[O:42])[NH:43][c:44]3[cH:45][cH:46][cH:47][c:48]([C:49]([CH3:50])([CH3:51])[CH3:52])[cH:53]3)[cH:54][cH:55]2)[CH2:56][CH2:57]1)=[O:58])[CH3:59].[CH3:60][CH2:61][O:62][CH2:63][CH3:64].[CH3:65][CH2:66][O:67][C:68]([CH3:69])=[O:70].[I:1][c:2]1[cH:3][c:4]([NH2:5])[cH:6][cH:7][c:8]1[CH3:9]>>[I:1][c:2]1[cH:3][c:4]([NH:5][C:27]([c:24]2[cH:23][cH:22][c:21]([N:18]3[CH2:17][CH2:16][CH:15]([C:13]([O:12][CH2:10][CH3:11])=[O:14])[CH2:20][CH2:19]3)[cH:26][cH:25]2)=[O:28])[cH:6][cH:7][c:8]1[CH3:9]. Yields the product CCOC(=O)C1CCN(c2ccc(C(=O)Nc3ccc(C)c(I)c3)cc2)CC1. Starting materials: CCOC(=O)C1CCN(c2ccc(C(=O)O)cc2)CC1, CCOC(=O)C1CCN(c2ccc(C(=O)Nc3cccc(C(C)(C)C)c3)cc2)CC1, CCOCC, CCOC(C)=O, Cc1ccc(N)cc1I. Reactants: [Li]C(C)(C)C, CC(C)(C)OC(=O)Nc1ccncc1, CCCC[Sn](Cl)(CCCC)CCCC, C1CCOC1, [Cl-], [NH4+]. Product: CCCC[Sn](CCCC)(CCCC)c1cnccc1NC(=O)OC(C)(C)C. RXN SMILES: [C:15]([Li:16])([CH3:17])([CH3:18])[CH3:19].[C:1]([CH3:2])([CH3:3])([CH3:4])[O:5][C:6]([NH:7][c:8]1[cH:9][cH:10][n:11][cH:12][cH:13]1)=[O:14].[CH2:20]([CH2:21][CH2:22][CH3:23])[Sn:24]([CH2:25][CH2:26][CH2:27][CH3:28])([CH2:29][CH2:30][CH2:31][CH3:32])[Cl:33].[CH2:36]1[O:37][CH2:38][CH2:39][CH2:40]1.[Cl-:34].[NH4+:35]>>[C:1]([CH3:2])([CH3:3])([CH3:4])[O:5][C:6]([NH:7][c:8]1[c:9]([Sn:24]([CH2:20][CH2:21][CH2:22][CH3:23])([CH2:25][CH2:26][CH2:27][CH3:28])[CH2:29][CH2:30][CH2:31][CH3:32])[cH:10][n:11][cH:12][cH:13]1)=[O:14]. Starting materials: N1CCCCC1 (Piperidine), BrC=1C(=NC2=CC=CC=C2C1OCCCBr)O[C@@H]1C[C@@H]2N(C([C@H](CCCCC\C=C/[C@H]3[C@](NC2=O)(C3)C(=O)OCC)NC(=O)O[C@H]3[C@@H](C3)CCC\C=C\B3OC(C(O3)(C)C)(C)C)=O)C1 (ethyl (2R,6S,12Z,13aS,14aR,16aS)-2-{[3-bromo-4-(3-bromopropoxy)quinolin-2-yl]oxy}-5,16-dioxo-6-{[({(1R,2R)-2-[(4E)-5-(4,4,5,5-tetramethyl-1,3,2-dioxaborolan-2-yl)pent-4-en-1-yl]cyclopropyl}oxy)carbonyl]amino}-1,2,3,6,7,8,9,10,11,13a,14,15,16,16a-tetradecahydrocyclopropa[e]pyrrolo[1,2-a][1,4]diazacyclopentadecine-14a(5H)-carboxylate). Solvent: CS(=O)C (DMSO). Run at time 2 hour. The product is BrC=1C(=NC2=CC=CC=C2C1OCCCN1CCCCC1)O[C@@H]1C[C@@H]2N(C([C@H](CCCCC\C=C/[C@H]3[C@](NC2=O)(C3)C(=O)OCC)NC(=O)O[C@H]3[C@@H](C3)CCC\C=C\B3OC(C(O3)(C)C)(C)C)=O)C1 (ethyl (2R,6S,12Z,13aS,14aR,16aS)-2-({3-bromo-4-[3-(piperidin-1-yl)propoxy]quinolin-2-yl}oxy)-5,16-dioxo-6-{[({(1R,2R)-2-[(4E)-5-(4,4,5,5-tetramethyl-1,3,2-dioxaborolan-2-yl)pent-4-en-1-yl]cyclopropyl}oxy)carbonyl]amino}-1,2,3,6,7,8,9,10,11,13a,14,15,16,16a-tetradecahydrocyclopropa[e]pyrrolo[1,2-a][1,4]diazacyclopentadecine-14a(5H)-carboxylate). RXN SMILES: [NH:1]1[CH2:6][CH2:5][CH2:4][CH2:3][CH2:2]1.[Br:7][C:8]1[C:9]([O:23][C@H:24]2[CH2:70][N:27]3[C:28](=[O:69])[C@@H:29]([NH:48][C:49]([O:51][C@@H:52]4[CH2:54][C@H:53]4[CH2:55][CH2:56][CH2:57]/[CH:58]=[CH:59]/[B:60]4[O:64][C:63]([CH3:66])([CH3:65])[C:62]([CH3:68])([CH3:67])[O:61]4)=[O:50])[CH2:30][CH2:31][CH2:32][CH2:33][CH2:34][CH:35]=[CH:36][C@@H:37]4[CH2:42][C@@:38]4([C:43]([O:45][CH2:46][CH3:47])=[O:44])[NH:39][C:40](=[O:41])[C@@H:26]3[CH2:25]2)=[N:10][C:11]2[C:16]([C:17]=1[O:18][CH2:19][CH2:20][CH2:21]Br)=[CH:15][CH:14]=[CH:13][CH:12]=2>CS(C)=O>[Br:7][C:8]1[C:9]([O:23][C@H:24]2[CH2:70][N:27]3[C:28](=[O:69])[C@@H:29]([NH:48][C:49]([O:51][C@@H:52]4[CH2:54][C@H:53]4[CH2:55][CH2:56][CH2:57]/[CH:58]=[CH:59]/[B:60]4[O:61][C:62]([CH3:68])([CH3:67])[C:63]([CH3:66])([CH3:65])[O:64]4)=[O:50])[CH2:30][CH2:31][CH2:32][CH2:33][CH2:34][CH:35]=[CH:36][C@@H:37]4[CH2:42][C@@:38]4([C:43]([O:45][CH2:46][CH3:47])=[O:44])[NH:39][C:40](=[O:41])[C@@H:26]3[CH2:25]2)=[N:10][C:15]2[C:16]([C:17]=1[O:18][CH2:19][CH2:20][CH2:21][N:1]1[CH2:6][CH2:5][CH2:4][CH2:3][CH2:2]1)=[CH:11][CH:12]=[CH:13][CH:14]=2. Procedure details: Piperidine (317 μl) was added to a solution of bromide from Step 1 (326 mg) in DMSO (2 mL) and the resulting mixture was stirred for 2 hours at room temperature. The reaction was quenched with water and extracted with ethyl acetate (3×). The combined organic fractions were washed with water then brine, dried over magnesium sulfate, filtered and concentrated. The residue was purified by flash chromatography (ISCO reverse phase, 0 to 95% acetonitrile in water) to give the title compound (262 mg) a... Reactants: FC1=CC(=C(C=C1)C(CC#N)=O)C (3-(4-fluoro-2-methylphenyl)-3-oxopropanenitrile), Cl.CC1=C(C=CC=C1)NN ((2-methylphenyl)hydrazine hydrochloride). The solvent is C1(=CC=CC=C1)C (toluene). Run at temperature 110 celsius, time 16 hour. Product: FC1=CC(=C(C=C1)C1=NN(C(=C1)N)C1=C(C=CC=C1)C)C (3-(4-fluoro-2-methylphenyl)-1-(2-methylphenyl)-1H-pyrazol-5-amine). Yield: 15.7%. RXN SMILES: [F:1][C:2]1[CH:7]=[CH:6][C:5]([C:8](=O)[CH2:9][C:10]#[N:11])=[C:4]([CH3:13])[CH:3]=1.Cl.[CH3:15][C:16]1[CH:21]=[CH:20][CH:19]=[CH:18][C:17]=1[NH:22][NH2:23]>C1(C)C=CC=CC=1>[F:1][C:2]1[CH:7]=[CH:6][C:5]([C:8]2[CH:9]=[C:10]([NH2:11])[N:22]([C:17]3[CH:18]=[CH:19][CH:20]=[CH:21][C:16]=3[CH3:15])[N:23]=2)=[C:4]([CH3:13])[CH:3]=1 |f:1.2|. Procedure details: To a solution of 3-(4-fluoro-2-methylphenyl)-3-oxopropanenitrile (2.0 g, 11.3 mmol) in toluene (10 mL) was added (2-methylphenyl)hydrazine hydrochloride (2.15 g, 13.5 mmol). The reaction was stirred at 110° C. for 16 h, and then cooled to rt. It was concentrated under reduced pressure, and the residue was purified by silica gel flash chromatography (2:1-1:1=hexanes:ethyl acetate) to afford the product as a yellow oil (500 mg, 16%). 1H NMR (400 MHz, DMSO-d6) δ 2.12 (s, 3H), 2.44 (s, 3H), 5.74 (s,... Reactants: C1COCCOCCOCCOCCOCCO1 (18-crown-6), OC1=CC=C(C=C1)CN1C(=NC=2C1=NC=CC2C)CCC (3-(4-hydroxyphenyl)methyl-7-methyl-2-propyl-3H-imidazo[4,5-b]pyridine), CN(C)C=O (DMF), BrC(C(=O)OC)C1CCCCC1 (methyl 2-bromo-2-cyclohexylacetate). Product: C(=O)(OC)C1(CCCCC1)COC1=CC=C(C=C1)CN1C(=NC=2C1=NC=CC2C)CCC (3-[4-(1-carbomethoxy-1-cyclohexyl)methoxyphenyl]methyl-7-methyl-2-propyl-3H-imidazo[4,5-b]pyridine). Isolated yield 10.0%. As a reaction SMILES: [OH:1][C:2]1[CH:7]=[CH:6][C:5]([CH2:8][N:9]2[C:13]3=[N:14][CH:15]=[CH:16][C:17]([CH3:18])=[C:12]3[N:11]=[C:10]2[CH2:19][CH2:20][CH3:21])=[CH:4][CH:3]=1.[CH2:22]1[O:39][CH2:38]COCCOCCOCCOCCOC1.Br[CH:41]([CH:46]1[CH2:51][CH2:50][CH2:49][CH2:48][CH2:47]1)C(OC)=O.CN(C=[O:56])C>>[C:22]([C:46]1([CH2:41][O:1][C:2]2[CH:7]=[CH:6][C:5]([CH2:8][N:9]3[C:13]4=[N:14][CH:15]=[CH:16][C:17]([CH3:18])=[C:12]4[N:11]=[C:10]3[CH2:19][CH2:20][CH3:21])=[CH:4][CH:3]=2)[CH2:47][CH2:48][CH2:49][CH2:50][CH2:51]1)([O:39][CH3:38])=[O:56]. Reported procedure: A solution of 0.200 g (0.71 mmol) of 3-(4-hydroxyphenyl)methyl-7-methyl-2-propyl-3H-imidazo[4,5-b]pyridine (Step D, Example 2) dissolved in 0.5 mL of DMF was deprotonated (82 mg KH, 0.188 g 18-crown-6) and alkylated with 0.184 g (0.78 mmol) of commercially available methyl 2-bromo-2-cyclohexylacetate similarly to the procedure described in Example 2, Step E. Purification on a silica gel flash chromatography column eluted with 30% ethyl acetate/hexane afforded 0.029 g (10%) of the title compound.